This data is from the Open Reaction Database (ORD), a public repository of structured organic reaction records. The task is: describe an organic reaction: reactants, conditions, products, and yield Reactants: ClC1=CC=C(C(=C1S(=O)(=O)N)O)[N+](=O)[O-] (6-chloro-2-hydroxy-3-nitrobenzenesulfonamide). The reagents and catalysts are [Pd] (Pd/C). The solvent is C(C)(=O)OCC (ethyl acetate). Run at time 25 minute. The product is NC=1C(=C(C(=CC1)Cl)S(=O)(=O)N)O (3-amino-6-chloro-2-hydroxybenzenesulfonamide). The yield is 94.7%. Reaction SMILES: [Cl:1][C:2]1[C:7]([S:8]([NH2:11])(=[O:10])=[O:9])=[C:6]([OH:12])[C:5]([N+:13]([O-])=O)=[CH:4][CH:3]=1>C(OCC)(=O)C.[Pd]>[NH2:13][C:5]1[C:6]([OH:12])=[C:7]([S:8]([NH2:11])(=[O:10])=[O:9])[C:2]([Cl:1])=[CH:3][CH:4]=1. Reported procedure: To a solution of 6-chloro-2-hydroxy-3-nitrobenzenesulfonamide (3 g, 11.9 mmol) in ethyl acetate, was added 10% Pd/C (1.24 g). The mixture was flushed with argon, and then stirred on Parr apparatus at 40 psi for 25 min at room temperature. The mixture was filtered through celite and the celite was washed with methanol. The solvent was evaporated to give the desired product (2.51 g, 95%). EI-MS (m/z) 222.75, 224.74 (M−).